describe an organic reaction: reactants, conditions, products, and yield From a dataset of the Open Reaction Database (ORD), a public repository of structured organic reaction records. Starting materials: CC1=NOC(=C1)[C@@H]1CCC(N1)=O (5(S)-(3-methyl-5-isoxazolyl)-2-pyrrolidinone), C(=O)([O-])[O-].[Na+].[Na+] (Na2CO3), [OH-].[Na+] (NaOH), C=O (formaldehyde), C(=O)O (formic acid). Run in CO (methanol), C1CCOC1 (THF), O (water), O (water), C(C)(=O)OCC (ethyl acetate). Reaction conditions: temperature 67 celsius, time 2 hour. Yields the product CC1=NOC(=C1)[C@H]1N(CCC1)C (3-Methyl-5-(1-methyl-2(S)-pyrrolidinyl)isoxazole). As a reaction SMILES: [CH3:1][C:2]1[CH:6]=[C:5]([C@H:7]2[NH:11][C:10](=O)[CH2:9][CH2:8]2)[O:4][N:3]=1.C=O.[CH:15](O)=O.C([O-])([O-])=O.[Na+].[Na+].[OH-].[Na+]>C1COCC1.C(OCC)(=O)C.O.CO>[CH3:1][C:2]1[CH:6]=[C:5]([C@@H:7]2[CH2:8][CH2:9][CH2:10][N:11]2[CH3:15])[O:4][N:3]=1 |f:3.4.5,6.7|. Procedure: The compound from step 4b above (3.047 kg, 18.3 mol) was dissolved in 14 L of THF and placed under N2. At room temperature, borane-THF complex (55 L, 55 mol) was introduced at a rate such that the internal temperature remained at 30° C. At the end of the exothermic and foaming addition, the reaction was heated at reflux (67° C.) for 1 hr. The reaction mixture was then cooled to 0° C., and 8.2 L of methanol was slowly added so that the internal temperature remained at 20° C. The mixture was then ... Starting materials: BrC=1C=C(C#N)C=CC1 (3-Bromo-benzonitrile), C1(=CC=CC=C1)C (toluene), C(C1=CC=CC=C1)N (benzylamine), CC(C)([O-])C.[Na+] (sodium tert-butoxide). Reagents/catalysts: C=1C=CC(=CC1)/C=C/C(=O)/C=C/C2=CC=CC=C2.C=1C=CC(=CC1)/C=C/C(=O)/C=C/C2=CC=CC=C2.C=1C=CC(=CC1)/C=C/C(=O)/C=C/C2=CC=CC=C2.[Pd].[Pd] (tris(dibenzylideneacetone)dipalladium(0)), C1(=CC=CC=C1)P(C1(C(=C2C=CC=CC2=CC1)C1=CC=CC2=CC=CC=C12)P(C1=CC=CC=C1)C1=CC=CC=C1)C1=CC=CC=C1 (2,2-bis(diphenylphosphino)-1,1′-binaphthyl). Run at temperature 80 celsius, time 22 hour. The product is C(C1=CC=CC=C1)C=1C(=C(C#N)C=CC1)N (3-Benzyl amino-benzonitrile). Yield: 58.0%. As a reaction SMILES: Br[C:2]1[CH:3]=[C:4]([CH:7]=[CH:8][CH:9]=1)[C:5]#[N:6].C([NH2:17])C1C=CC=CC=1.CC(C)([O-])C.[Na+].[C:24]1([CH3:30])[CH:29]=[CH:28][CH:27]=[CH:26][CH:25]=1>C1C=CC(/C=C/C(/C=C/C2C=CC=CC=2)=O)=CC=1.C1C=CC(/C=C/C(/C=C/C2C=CC=CC=2)=O)=CC=1.C1C=CC(/C=C/C(/C=C/C2C=CC=CC=2)=O)=CC=1.[Pd].[Pd].C1(P(C2C=CC=CC=2)C2(P(C3C=CC=CC=3)C3C=CC=CC=3)CC=C3C(C=CC=C3)=C2C2C3C(=CC=CC=3)C=CC=2)C=CC=CC=1>[CH2:30]([C:2]1[C:3]([NH2:17])=[C:4]([CH:7]=[CH:8][CH:9]=1)[C:5]#[N:6])[C:24]1[CH:29]=[CH:28][CH:27]=[CH:26][CH:25]=1 |f:2.3,5.6.7.8.9|. Procedure: 3-Bromo-benzonitrile (500 mg, 2.75 mmol), benzylamine (360 μl, 3.30 mmol), 2,2-bis(diphenylphosphino)-1,1′-binaphthyl (8.6 mg, 14 μmol), tris(dibenzylideneacetone)dipalladium(0) (19 mg, 21 μmol) and sodium tert-butoxide (370 mg, 3.85 mmol) were suspended in toluene (10 mL), and the mixture was stirred at 80° C. for 22 hours under nitrogen atmosphere. The reaction mixture was filtered through Celite pad, then, the filtrate was evaporated in vacuo, the residue was purified by NH silica gel column ... Reactants: O1C(COC=2C=CC=C3CCCSC23)C1 (8-(2,3-epoxypropoxy)thiochroman), COC1=C(C=CC=C1)N1CCNCC1 (1-(2-methoxyphenyl)piperazine). The solvent is O1CCCC1 (tetrahydrofuran), O1CCCC1 (tetrahydrofuran). The product is COC1=C(C=CC=C1)N1CCN(CC1)CC(COC=1C=CC=C2CCCSC12)O (8-{{3-[4-(2-METHOXYPHENYL)PIPERAZIN-1-YL]-2-HYDROXYPROPYL}OXY}THIOCHROMAN). RXN SMILES: [O:1]1[CH2:15][CH:2]1[CH2:3][O:4][C:5]1[CH:6]=[CH:7][CH:8]=[C:9]2[C:14]=1[S:13][CH2:12][CH2:11][CH2:10]2.[CH3:16][O:17][C:18]1[CH:23]=[CH:22][CH:21]=[CH:20][C:19]=1[N:24]1[CH2:29][CH2:28][NH:27][CH2:26][CH2:25]1>O1CCCC1>[CH3:16][O:17][C:18]1[CH:23]=[CH:22][CH:21]=[CH:20][C:19]=1[N:24]1[CH2:29][CH2:28][N:27]([CH2:15][CH:2]([OH:1])[CH2:3][O:4][C:5]2[CH:6]=[CH:7][CH:8]=[C:9]3[C:14]=2[S:13][CH2:12][CH2:11][CH2:10]3)[CH2:26][CH2:25]1. Procedure details: 140 mg (0.63 mmol) of the compound obtained in Step A are dissolved in 1.5 cm3 of anhydrous tetrahydrofuran. 600 mg (3.15 mmol) of 1-(2-methoxyphenyl)piperazine, diluted in 1.5 cm3 of anhydrous tetrahydrofuran, are added. The reactants are [Ca] (Calcium), C([O-])([O-])=O.[K+].[K+] (potassium carbonate), C(C)(C)(C)OC(=O)NC1CNCC1 (3-(tert-butoxycarbonylamino)pyrrolidine), FC1=CC=C(C=C1)S(=O)(=O)N(C)C (4-fluoro-N,N-dimethyl-benzenesulfonamide). Solvent: C(C)(=O)OCC (ethyl acetate), O (water), CS(=O)C (DMSO). Run at temperature 130 celsius, time 1 day. Product: CN(S(=O)(=O)C1=CC=C(C=C1)N1C[C@H](CC1)NC(OC(C)(C)C)=O)C (tert-butyl [(S)-1-(4-dimethylsulfamoylphenyl)-pyrrolidin-3-yl]carbamate). Reaction SMILES: [Ca].[C:2]([O:6][C:7]([NH:9][CH:10]1[CH2:14][CH2:13][NH:12][CH2:11]1)=[O:8])([CH3:5])([CH3:4])[CH3:3].F[C:16]1[CH:21]=[CH:20][C:19]([S:22]([N:25]([CH3:27])[CH3:26])(=[O:24])=[O:23])=[CH:18][CH:17]=1.C(=O)([O-])[O-].[K+].[K+]>CS(C)=O.C(OCC)(=O)C.O>[CH3:26][N:25]([CH3:27])[S:22]([C:19]1[CH:18]=[CH:17][C:16]([N:12]2[CH2:13][CH2:14][C@H:10]([NH:9][C:7](=[O:8])[O:6][C:2]([CH3:5])([CH3:3])[CH3:4])[CH2:11]2)=[CH:21][CH:20]=1)(=[O:23])=[O:24] |f:3.4.5|. Reported procedure: A solution of 50 g of 4-fluorobenzenesulfonyl chloride in 250 ml of THF was cooled to 0° C., and then, 100 ml of an aqueous 50% dimethylamine solution was added dropwise thereto, and the mixture was stirred at room temperature for 1 day. To the reaction mixture were added water and ethyl acetate, the mixture was stirred and then the liquids were separated. The organic layer was washed with a saturated aqueous sodium bicarbonate solution and dried, the solvent was evaporated, and disopropyl ether... Reactants: ClCCCOC=1C=C(C=CC1)N (3-(3-chloropropoxy)phenylamine), CN (methylamine). Run in CO (methanol). Run at temperature 100 celsius. The product is NC=1C=C(OCCCNC)C=CC1 ((3-(3-Aminophenoxy)propyl)methylamine). As a reaction SMILES: Cl[CH2:2][CH2:3][CH2:4][O:5][C:6]1[CH:7]=[C:8]([NH2:12])[CH:9]=[CH:10][CH:11]=1.[CH3:13][NH2:14]>CO>[NH2:12][C:8]1[CH:7]=[C:6]([CH:11]=[CH:10][CH:9]=1)[O:5][CH2:4][CH2:3][CH2:2][NH:14][CH3:13]. Reported procedure: The 3-(3-chloropropoxy)phenylamine was dissolved in methanol (25 mL) and added to a 40 wt % aqueous solution of methylamine (50 mL) in a heavy-walled glass pressure-tube apparatus. The tube was sealed and the mixture was stirred and heated at 100° C. (oil bath temperature) for 4 h. After cooling, the mixture was concentrated by rotary evaporation. Saturated NaCl solution (25 mL) was added to the residue. The pH of the solution was adjusted to 6, and impurities were extracted with ether (4×30 mL)... Reactants: C(C)(C)(C)[Li] (t-butyl lithium), COC1=C(C=C(C=C1)CSC1=CC=C(C=C1)C)OC (1,2-dimethoxy-4-[[(4-methylphenyl)thio]methyl]benzene), BrCCCCCBr (1,5-dibromopentane). The solvent is O1CCCC1 (tetrahydrofuran), O1CCCC1 (tetrahydrofuran). Run at time 30 minute. Yields the product BrCCCCCC(SC1=CC=C(C=C1)C)C1=CC(=C(C=C1)OC)OC (4-[6-Bromo-1-[(4-methylphenyl)thio]hexyl]-1,2-dimethoxybenzene). As a reaction SMILES: [CH3:1][O:2][C:3]1[CH:8]=[CH:7][C:6]([CH2:9][S:10][C:11]2[CH:16]=[CH:15][C:14]([CH3:17])=[CH:13][CH:12]=2)=[CH:5][C:4]=1[O:18][CH3:19].C([Li])(C)(C)C.[Br:25][CH2:26][CH2:27][CH2:28][CH2:29][CH2:30]Br>O1CCCC1>[Br:25][CH2:26][CH2:27][CH2:28][CH2:29][CH2:30][CH:9]([C:6]1[CH:7]=[CH:8][C:3]([O:2][CH3:1])=[C:4]([O:18][CH3:19])[CH:5]=1)[S:10][C:11]1[CH:12]=[CH:13][C:14]([CH3:17])=[CH:15][CH:16]=1. Procedure: A solution of 13.72 g of 1,2-dimethoxy-4-[[(4-methylphenyl)thio]methyl]benzene in 200 mL of tetrahydrofuran (dried over 3A sieves), under nitrogen, is cooled to -78° C. and 30 mL of 1.7M t-butyl lithium is added. After 30 minutes, the solution is transferred, via a canula, into a stirred solution of 14.0 mL of 1,5-dibromopentane in 25 ml of tetrahydrofuran, under nitrogen at -78° C. The reaction is slowly warmed to room temperature, and the reaction is quenched by the addition of 4 mL of acetone... Starting materials: C(C)(C)(C)C1=CC=C(C=C1)C1=C2CC(C(C2=CC=C1)=O)CC1(CCCCC1)C (4-(4-tert-butyl-phenyl)-2-[(1-methylcyclohexyl)methyl]-indan-1-one), [BH4-].[Na+] (NaBH4), C1(=CC=CC=C1)C (toluene), [BH4-].[Na+] (NaBH4), 2n, OS(=O)(=O)O (H2SO4). Solvent: CO (methanol). Run at temperature 50 celsius, time 2.5 hour. The product is C(C)(C)(C)C1=CC=C(C=C1)C=1C=CC=C2C=C(CC12)CC1(CCCCC1)C (7-(4-tert-Butyl-phenyl)-2-[(1-methylcyclohexyl)methyl]-1H-indene). Yield: 96.8%. Reaction SMILES: [C:1]([C:5]1[CH:10]=[CH:9][C:8]([C:11]2[CH:19]=[CH:18][CH:17]=[C:16]3[C:12]=2[CH2:13][CH:14]([CH2:21][C:22]2([CH3:28])[CH2:27][CH2:26][CH2:25][CH2:24][CH2:23]2)[C:15]3=O)=[CH:7][CH:6]=1)([CH3:4])([CH3:3])[CH3:2].[BH4-].[Na+].C1(C)C=CC=CC=1.OS(O)(=O)=O>CO>[C:1]([C:5]1[CH:10]=[CH:9][C:8]([C:11]2[CH:19]=[CH:18][CH:17]=[C:16]3[C:12]=2[CH2:13][C:14]([CH2:21][C:22]2([CH3:28])[CH2:23][CH2:24][CH2:25][CH2:26][CH2:27]2)=[CH:15]3)=[CH:7][CH:6]=1)([CH3:4])([CH3:2])[CH3:3] |f:1.2|. Reported procedure: 27.9 g of crude 4-(4-tert-butyl-phenyl)-2-[(1-methylcyclohexyl)methyl]-indan-1-one (˜83% purity), 2.82 g (74.5 mmol) of NaBH4 and 70.5 ml of toluene are charged in a flask equipped with reflux condenser, dropping funnel and magnetic stirring bar. The mixture is warmed to 50° C. and 14 ml of methanol are slowly added with stirring and stirring is continued for 2.5 h to ensure a complete reaction. Excess NaBH4 is carefully hydrolyzed with approx. 40 ml of 2n H2SO4. The organic phase is separated a...